Dataset: the Open Reaction Database (ORD), a public repository of structured organic reaction records. Task: describe an organic reaction: reactants, conditions, products, and yield Starting materials: CC(CO)(CC1=CC(=CC=C1)C)C (2,2-dimethyl-3-(3-methylphenyl)propan-1-ol). The reagents and catalysts are [Rh] (Rh/C). Solvent: O (water). Reaction conditions: temperature 60 celsius, time 6 hour. The product is CC(CO)(CC1CC(CCC1)C)C (2,2-dimethyl-3-(3-methylcyclohexyl)propan-1-ol). Isolated yield 81.4%. RXN SMILES: [CH3:1][C:2]([CH3:13])([CH2:5][C:6]1[CH:11]=[CH:10][CH:9]=[C:8]([CH3:12])[CH:7]=1)[CH2:3][OH:4]>O.[Rh]>[CH3:1][C:2]([CH3:13])([CH2:5][CH:6]1[CH2:11][CH2:10][CH2:9][CH:8]([CH3:12])[CH2:7]1)[CH2:3][OH:4]. Procedure: 5% Rh/C (450 mg, 15% w/w) was charged into a 50 mL autoclave vessel containing a mixture of 2,2-dimethyl-3-(3-methylphenyl)propan-1-ol (6 g, 34 mmol) in water (17 mL). The mixture was vigorously stirred under an hydrogen atmosphere (10 Bar) at 60° C. for 6 h. The reaction mixture was filtered and the filtrate was extracted with MTBE (25 mL), dried over magnesium sulphate and concentrated. The resulting crude product was distilled with a bulb-to-bulb distillation (2.5 mBar, 90° C.) to give 2,2-di... Starting materials: CC(C)(C)[O-], CC(=O)OC=CC(C)c1cccc(C(C)C)c1, [K+], CCCCCCCC(=O)CCC(=O)Cl. Yields the product CCCCCCCC(=O)CCC(=O)OC=CC(C)c1cccc(C(C)C)c1. RXN SMILES: [CH3:32][C:33]([CH3:34])([O-:35])[CH3:36].[CH:1]([CH3:2])([CH3:3])[c:4]1[cH:5][c:6]([CH:10]([CH:11]=[CH:12][O:13][C:14]([CH3:15])=[O:16])[CH3:17])[cH:7][cH:8][cH:9]1.[K+:37].[O:18]=[C:19]([CH2:20][CH2:21][C:22]([Cl:23])=[O:24])[CH2:25][CH2:26][CH2:27][CH2:28][CH2:29][CH2:30][CH3:31]>>[CH:1]([CH3:2])([CH3:3])[c:4]1[cH:5][c:6]([CH:10]([CH:11]=[CH:12][O:13][C:14]([CH2:15][CH2:20][C:19](=[O:18])[CH2:25][CH2:26][CH2:27][CH2:28][CH2:29][CH2:30][CH3:31])=[O:16])[CH3:17])[cH:7][cH:8][cH:9]1. Reactants: C1CCNCC1, CCO, O=C1Cc2c(cccc2-c2ccccc2F)N1, Cc1cc(C(=O)NCCN2CCCC2)c(C=O)[nH]1. The product is Cc1cc(C(=O)NCCN2CCCC2)c(C=C2C(=O)Nc3cccc(-c4ccccc4F)c32)[nH]1. As a reaction SMILES: [CH2:36]1[CH2:37][CH2:38][NH:39][CH2:40][CH2:41]1.[CH3:42][CH2:43][OH:44].[F:1][c:2]1[c:3](-[c:8]2[c:9]3[c:13]([cH:14][cH:15][cH:16]2)[NH:12][C:11](=[O:17])[CH2:10]3)[cH:4][cH:5][cH:6][cH:7]1.[N:18]1([CH2:23][CH2:24][NH:25][C:26](=[O:27])[c:28]2[c:29]([CH:34]=[O:35])[nH:30][c:31]([CH3:33])[cH:32]2)[CH2:19][CH2:20][CH2:21][CH2:22]1>>[F:1][c:2]1[c:3](-[c:8]2[c:9]3[c:13]([cH:14][cH:15][cH:16]2)[NH:12][C:11](=[O:17])[C:10]3=[CH:34][c:29]2[c:28]([C:26]([NH:25][CH2:24][CH2:23][N:18]3[CH2:19][CH2:20][CH2:21][CH2:22]3)=[O:27])[cH:32][c:31]([CH3:33])[nH:30]2)[cH:4][cH:5][cH:6][cH:7]1. Starting materials: Cc1c(C(=O)c2ccc(Cl)cc2)cccc1[N+](=O)[O-], [Cl-], Cl. Product: Cc1c(N)cccc1C(=O)c1ccc(Cl)cc1. As a reaction SMILES: [CH3:1][c:2]1[c:3]([C:4](=[O:5])[c:6]2[cH:7][cH:8][c:9]([Cl:12])[cH:10][cH:11]2)[cH:13][cH:14][cH:15][c:16]1[N+:17]([O-:18])=[O:19].[Cl-:20].[ClH:21]>>[CH3:1][c:2]1[c:3]([C:4](=[O:5])[c:6]2[cH:7][cH:8][c:9]([Cl:12])[cH:10][cH:11]2)[cH:13][cH:14][cH:15][c:16]1[NH2:17].